This data is from the Open Reaction Database (ORD), a public repository of structured organic reaction records. The task is: describe an organic reaction: reactants, conditions, products, and yield The reactants are C=1(C(=CC=CC1)C(=O)NC1=CC(=C(C(=O)OC)C=C1)Cl)C1=CC=CC=C1 (methyl 4-[([1,1'-biphenyl]-2-carbonyl)amino]-2-chlorobenzoate), O (Water). Solvent: C(C)O (ethanol), [OH-].[Na+] (sodium hydroxide). The product is C=1(C(=CC=CC1)C(=O)NC1=CC(=C(C(=O)O)C=C1)Cl)C1=CC=CC=C1 (4-[([1,1'-Biphenyl]-2-carbonyl)amino]-2-chlorobenzoic Acid). Isolated yield 3.5%. As a reaction SMILES: [C:1]1([C:21]2[CH:26]=[CH:25][CH:24]=[CH:23][CH:22]=2)[C:2]([C:7]([NH:9][C:10]2[CH:19]=[CH:18][C:13]([C:14]([O:16]C)=[O:15])=[C:12]([Cl:20])[CH:11]=2)=[O:8])=[CH:3][CH:4]=[CH:5][CH:6]=1.O>C(O)C.[OH-].[Na+]>[C:1]1([C:21]2[CH:26]=[CH:25][CH:24]=[CH:23][CH:22]=2)[C:2]([C:7]([NH:9][C:10]2[CH:19]=[CH:18][C:13]([C:14]([OH:16])=[O:15])=[C:12]([Cl:20])[CH:11]=2)=[O:8])=[CH:3][CH:4]=[CH:5][CH:6]=1 |f:3.4|. Procedure: A mixture of 3.0 g of methyl 4-[([1,1'-biphenyl]-2-carbonyl)amino]-2-chlorobenzoate in 75 ml of absolute ethanol and 2.0 ml of 10N sodium hydroxide is heated on a steam bath for 3 hours. Water is added to obtain a solution which is extracted with methylene chloride. The aqueous phase is acidified with acetic acid and the resulting solid collected and dried in vacuo at 80° C. to give 0.1 g of the desired product as a crystalline solid, m.p. 217°-219° C.